From a dataset of the Open Reaction Database (ORD), a public repository of structured organic reaction records. describe an organic reaction: reactants, conditions, products, and yield The reactants are C(C(=C)C)(=O)OCCC1=CC=CC=C1 (2-phenylethyl methacrylate), COC(=C(C)C)O[Si](C)(C)C (1-methoxy-1-trimethylsiloxy-2-methyl-1-propene), C(CCC)[N+](CCCC)(CCCC)CCCC (tetrabutylammonium), C(C(=C)C)(=O)O[Si](C)(C)C (trimethylsilyl methacrylate), C(C(=C)C)(=O)O.C(C)OC(COCCOCCO)O (ethoxytriethylene glycol methacrylate), C(CCC)[N+](CCCC)(CCCC)CCCC (tetrabutylammonium), C(C(=C)C)(=O)O[Si](C)(C)C (trimethylsilyl methacrylate), b-2-phenylethyl methacrylate, C(C(=C)C)(=O)O.CCOC(COCCOCCO)O (b-ethoxytriethylene glycol methacrylate), [F-].C(CCC)[N+](CCCC)(CCCC)CCCC (tetrabutylammonium fluoride), four. Run in C1CCOC1 (THF), C1CCOC1 (THF). The product is C(C(=C)C)(=O)O (methacrylic acid), C(C(=C)C)(=O)OCCC1=CC=CC=C1 (2-phenylethyl methacrylate), C(C(=C)C)(=O)O.CCOC(COCCOCCO)O (b-ethoxytriethylene glycol methacrylate). RXN SMILES: C[O:2][C:3]([O:7][Si](C)(C)C)=[C:4]([CH3:6])[CH3:5].C([N+](CCCC)(CCCC)CCCC)CCC.[C:29]([O:34][Si](C)(C)C)(=[O:33])[C:30]([CH3:32])=[CH2:31].[C:39]([O:44][CH2:45][CH2:46][C:47]1[CH:52]=[CH:51][CH:50]=[CH:49][CH:48]=1)(=[O:43])[C:40]([CH3:42])=[CH2:41].C(O)(=O)C(C)=C.[CH2:59]([O:61][CH:62]([OH:71])[CH2:63][O:64][CH2:65][CH2:66][O:67][CH2:68][CH2:69][OH:70])[CH3:60].[F-].C([N+](CCCC)(CCCC)CCCC)CCC>C1COCC1>[C:3]([OH:7])(=[O:2])[C:4]([CH3:6])=[CH2:5].[C:39]([O:44][CH2:45][CH2:46][C:47]1[CH:48]=[CH:49][CH:50]=[CH:51][CH:52]=1)(=[O:43])[C:40]([CH3:42])=[CH2:41].[C:29]([OH:34])(=[O:33])[C:30]([CH3:32])=[CH2:31].[CH3:60][CH2:59][O:61][CH:62]([OH:71])[CH2:63][O:64][CH2:65][CH2:66][O:67][CH2:68][CH2:69][OH:70] |f:4.5,6.7,11.12|. Procedure: To a solution of 3.48 g (4.04 mL, 20 mmol) of 1-methoxy-1-trimethylsiloxy-2-methyl-1-propene and 0.2 mL of tetrabutylammonium biacetate hexahydrate (0.04 M in THF) in 30 mL of THF was added dropwise 15.9 g (18 mL, 100 mmol) of trimethylsilyl methacrylate. During the course of the addition the temperature of the reaction mixture rose slowly while four 0.2 mL portions of tetrabutylammonium biacetate hexahydrate (0.04 M in THF) were added. The temperature continued to rise to 44° C. after all of th... Reactants: COC(C(C(CCCCC1=CC=CC=C1)F)=C)=O (β-fluoro-α-methylenebenzeneheptanoic acid methyl ester), ClC=1C=C(C(=O)OO)C=CC1 (m-chloroperoxybenzoic acid), S(C=1C(=CC(=C(C1)C(C)(C)C)O)C)C=1C(=CC(=C(C1)C(C)(C)C)O)C (4,4'-thiobis(6-t-butyl-m-cresol)), ClC=1C=C(C(=O)OO)C=CC1 (m-chloroperoxybenzoic acid), S(C=1C(=CC(=C(C1)C(C)(C)C)O)C)C=1C(=CC(=C(C1)C(C)(C)C)O)C (4,4'-thiobis(6-t-butyl-m-cresol)). Run in ClCCCl (1,2-dichloroethane). Conditions: time 8 hour. Product: COC(=O)C1(OC1)C(CCCCC1=CC=CC=C1)F (2-(1-Fluoro-5-phenylpentyl)-2-oxiranecarboxylic acid methyl ester). RXN SMILES: [CH3:1][O:2][C:3](=[O:18])[C:4](=[CH2:17])[CH:5]([F:16])[CH2:6][CH2:7][CH2:8][CH2:9][C:10]1[CH:15]=[CH:14][CH:13]=[CH:12][CH:11]=1.ClC1C=C(C=CC=1)C(OO)=[O:24].S(C1C(C)=CC(O)=C(C(C)(C)C)C=1)C1C(C)=CC(O)=C(C(C)(C)C)C=1>ClCCCl>[CH3:1][O:2][C:3]([C:4]1([CH:5]([F:16])[CH2:6][CH2:7][CH2:8][CH2:9][C:10]2[CH:15]=[CH:14][CH:13]=[CH:12][CH:11]=2)[CH2:17][O:24]1)=[O:18]. Procedure: A solution of 500 mg (2.0 mmol) of β-fluoro-α-methylenebenzeneheptanoic acid methyl ester in 50 ml of 1,2-dichloroethane is treated with 1.38 g (8 mmol) of m-chloroperoxybenzoic acid and 20 mg of 4,4'-thiobis(6-t-butyl-m-cresol). The mixture is heated to reflux and maintained under nitrogen for 10.5 hours. An additional 1.38 g (8 mmol) of m-chloroperoxybenzoic acid and 20 mg of 4,4'-thiobis(6-t-butyl-m-cresol) is added and reflux is continued for 8 hours. Starting materials: C(=O)(O)[O-].[Na+] (NaHCO3), C1OC23[C@]4(C)[C@@H](CC2(OCCO3)OC1)[C@@H]1CC(C3CCCC[C@]3(C)[C@H]1CC4)=C (17,17-bis(ethylendioxy)-6-methyleneandrostane), CC=1C=CC(=CC1)S(=O)(=O)O (pTSA), O (H2O). Run in CC(=O)C (acetone), CC(=O)C (acetone). Yields the product C=C1C[C@H]2[C@@H]3CCC([C@@]3(C)CC[C@@H]2[C@]2(CCC(CC12)=O)C)=O (6-Methyleneandrostane-3,17-dione). Yield: 87.0%. RXN SMILES: C1CO[C:8]23OCCO[C:3]2([C@:4]2([CH2:27][CH2:26][C@H:25]4[C@@H:15]([CH2:16][C:17](=[CH2:28])[CH:18]5[C@:23]4([CH3:24])[CH2:22][CH2:21][CH2:20][CH2:19]5)[C@@H:6]2[CH2:7]3)[CH3:5])[O:2]1.CC1C=CC(S(O)(=O)=O)=CC=1.[OH2:40].C([O-])(O)=O.[Na+]>CC(C)=O>[CH2:28]=[C:17]1[CH:18]2[C@:23]([CH3:24])([CH2:22][CH2:21][C:20](=[O:40])[CH2:19]2)[C@@H:25]2[C@H:15]([C@H:6]3[C@@:4]([CH2:27][CH2:26]2)([CH3:5])[C:3](=[O:2])[CH2:8][CH2:7]3)[CH2:16]1 |f:3.4|. Reported procedure: A solution of 3,3:17,17-bis(ethylendioxy)-6-methyleneandrostane (1.05 g) and pTSA.H2O (2.46 g) in acetone (105 mL) was stirred at room temperature for 3 h. The solution was neutralized by addition of 5% aqueous NaHCO3 and acetone was evaporated. The aqueous suspension was extracted with CH2Cl2 (3×). The combined organic extracts were washed with H2O, dried over Na2SO4 and evaporated to dryness to give the title compound II-ac in 87% yield. 1H-NMR (300 MHz, acetone-d6, ppm from TMS): δ 4.85 (1H, ... Yields the product C(C)(C)(C)OC(=O)N1C=CC2=C(C=CC=C12)CO (4-Hydroxymethyl-indole-1-carboxylic acid tert-butyl ester), product. Procedure: 4-Hydroxymethyl-indole-1-carboxylic acid tert-butyl ester was synthesized by a procedure similar to 6-hydroxymethyl-indole-1-carboxylic acid tert-butyl ester from starting material 4-formyl-indole-1-carboxylic acid tert-butyl ester to yield the product as a clear viscous oil (0.91 g, 78%). LC-MS (ES) calculated for C14H17NO3, 247.1; found m/z 246 [M+H]+. Reaction SMILES: C(OC(N1C2C(=CC=C(CO)C=2)C=C1)=O)(C)(C)C.[C:19]([O:23][C:24]([N:26]1[C:34]2[C:29](=[C:30]([CH:35]=[O:36])[CH:31]=[CH:32][CH:33]=2)[CH:28]=[CH:27]1)=[O:25])([CH3:22])([CH3:21])[CH3:20]>>[C:19]([O:23][C:24]([N:26]1[C:34]2[C:29](=[C:30]([CH2:35][OH:36])[CH:31]=[CH:32][CH:33]=2)[CH:28]=[CH:27]1)=[O:25])([CH3:22])([CH3:20])[CH3:21]. Reactants: C(C)(C)(C)OC(=O)N1C=CC2=CC=C(C=C12)CO (6-hydroxymethyl-indole-1-carboxylic acid tert-butyl ester), C(C)(C)(C)OC(=O)N1C=CC2=C(C=CC=C12)C=O (4-formyl-indole-1-carboxylic acid tert-butyl ester). The yield is 78.0%. Reactants: CS(=O)C (DMSO), OC1=CC(NC=C1)=O (4-hydroxypyridin-2(1H)-one), CS(=O)(=O)OC1CCN(CC1)C(=O)OC(C)(C)C (tert-butyl 4-(methylsulfonyloxy)piperidine-1-carboxylate), C(=O)([O-])[O-].[K+].[K+] (K2CO3). Solvent: C(Cl)Cl (CH2Cl2), CO (MeOH), O (H2O). Conditions: temperature 100 celsius. Yields the product O=C1NC=CC(=C1)OC1CCN(CC1)C(=O)OC(C)(C)C (tert-butyl 4-(2-oxo-1,2-dihydropyridin-4-yloxy)piperidine-1-carboxylate). The yield is 44.8%. Reaction SMILES: [OH:1][C:2]1[CH:7]=[CH:6][NH:5][C:4](=[O:8])[CH:3]=1.CS(O[CH:14]1[CH2:19][CH2:18][N:17]([C:20]([O:22][C:23]([CH3:26])([CH3:25])[CH3:24])=[O:21])[CH2:16][CH2:15]1)(=O)=O.C([O-])([O-])=O.[K+].[K+].CS(C)=O>O.C(Cl)Cl.CO>[O:8]=[C:4]1[CH:3]=[C:2]([O:1][CH:14]2[CH2:19][CH2:18][N:17]([C:20]([O:22][C:23]([CH3:26])([CH3:25])[CH3:24])=[O:21])[CH2:16][CH2:15]2)[CH:7]=[CH:6][NH:5]1 |f:2.3.4|. Reported procedure: A 250 mL round bottom flask was charged with 4-hydroxypyridin-2(1H)-one (6.13 g, 55.1 mmol), tert-butyl 4-(methylsulfonyloxy)piperidine-1-carboxylate (12.83 g, 45.9 mmol) (prepared according to the procedure described in patent application WO-2009/012275), K2CO3 (14.60 g, 106 mmol) and DMSO (56 mL). The mixture was heated to 100° C. for 3 hours and then allowed to cool to room temperature overnight. The resulting mixture was diluted with H2O (300 mL) and extracted with EtOAc (2×150 mL). The orga... Reactants: C=CCCOc1ccc(CNc2nc(Nc3ccc(C(=O)OC)cc3)nc(OCC(F)(F)F)n2)cc1, C1CCOC1, ClCCl, Cl, [Li+], [OH-], O. The product is C=CCCOc1ccc(CNc2nc(Nc3ccc(C(=O)O)cc3)nc(OCC(F)(F)F)n2)cc1. As a reaction SMILES: [CH2:1]([CH2:2][CH:3]=[CH2:4])[O:5][c:6]1[cH:7][cH:8][c:9]([CH2:10][NH:11][c:12]2[n:13][c:14]([NH:24][c:25]3[cH:26][cH:27][c:28]([C:29](=[O:30])[O:31][CH3:32])[cH:33][cH:34]3)[n:15][c:16]([O:18][CH2:19][C:20]([F:21])([F:22])[F:23])[n:17]2)[cH:35][cH:36]1.[CH2:41]1[O:42][CH2:43][CH2:44][CH2:45]1.[Cl:46][CH2:47][Cl:48].[ClH:40].[Li+:38].[OH-:37].[OH2:39]>>[CH2:1]([CH2:2][CH:3]=[CH2:4])[O:5][c:6]1[cH:7][cH:8][c:9]([CH2:10][NH:11][c:12]2[n:13][c:14]([NH:24][c:25]3[cH:26][cH:27][c:28]([C:29](=[O:30])[OH:31])[cH:33][cH:34]3)[n:15][c:16]([O:18][CH2:19][C:20]([F:21])([F:22])[F:23])[n:17]2)[cH:35][cH:36]1. Starting materials: C=CCc1c(O)ccc2[nH]ccc12, CCO, O=C[O-], [NH4+], [OH-], [OH-], [Pd+2]. Yields the product CCCc1c(O)ccc2[nH]ccc12. RXN SMILES: [CH2:1]([CH:2]=[CH2:3])[c:4]1[c:5]2[cH:6][cH:7][nH:8][c:9]2[cH:10][cH:11][c:12]1[OH:13].[CH3:18][CH2:19][OH:20].[CH:14]([O-:15])=[O:16].[NH4+:17].[OH-:21].[OH-:23].[Pd+2:22]>>[CH2:1]([CH2:2][CH3:3])[c:4]1[c:5]2[cH:6][cH:7][nH:8][c:9]2[cH:10][cH:11][c:12]1[OH:13]. Reactants: CN(C)CC1C(C2=CC=CN2C1)=O (2-dimethylaminomethyl-1, 2-dihydro-1-pyrrolizinone), [C-]#N.[K+] (KCN). Run at temperature 100 celsius, time 10 minute. The product is C(#N)CC1C(C2=CC=CN2C1)=O (2-Cyanomethyl-1, 2-dihydro-1-pyrrolizinone). Isolated yield 68.0%. RXN SMILES: CN([CH2:4][CH:5]1[CH2:12][N:11]2[C:7](=[CH:8][CH:9]=[CH:10]2)[C:6]1=[O:13])C.[C-:14]#[N:15].[K+]>>[C:14]([CH2:4][CH:5]1[CH2:12][N:11]2[C:7](=[CH:8][CH:9]=[CH:10]2)[C:6]1=[O:13])#[N:15] |f:1.2|. Procedure: To 100 ml H2O0 were added 8.6% of compound 2 and 5.2 g KCN. The solution was gently heated to 100° C. and kept stirring for 10 minutes. After cooling to r.t., the reaction mixture was extracted with CH2CI2 (60×3). Evaporated the solvent, 6 g oil was obtained. Purified by column chromatography on silica gel, 4 g of compound 8 was obtained as white powder, mp 68° C., yield 68%. Reactants: C(C)(C)NC(C)C (diisopropylamine), [Li]CCCC (n-BuLi), C1(CCCCC1)=O (cyclohexanone), COC=1C(=C(C=O)C=CC1)C (3-methoxy-2-methylbenzaldehyde). The solvent is C1CCOC1 (THF), C1CCOC1 (THF). Conditions: temperature 0 celsius, time 10 minute. Yields the product OC(C1C(CCCC1)=O)C1=C(C(=CC=C1)OC)C (2-[hydroxy-(3-methoxy-2-methylphenyl)methyl]cyclohexanone). Isolated yield 75.0%. As a reaction SMILES: C(NC(C)C)(C)C.[Li]CCCC.[C:13]1(=[O:19])[CH2:18][CH2:17][CH2:16][CH2:15][CH2:14]1.[CH3:20][O:21][C:22]1[C:23]([CH3:30])=[C:24]([CH:27]=[CH:28][CH:29]=1)[CH:25]=[O:26]>C1COCC1>[OH:26][CH:25]([C:24]1[CH:27]=[CH:28][CH:29]=[C:22]([O:21][CH3:20])[C:23]=1[CH3:30])[CH:14]1[CH2:15][CH2:16][CH2:17][CH2:18][C:13]1=[O:19]. Reported procedure: To a solution of diisopropylamine (1.44 ml) in THF (8 ml) was added n-BuLi (1.56M solution in hexane, 70 ml) at −60° C. The mixture was warmed to 0° C., stirred for 10 minutes, and recooled to −60° C. To the mixture was added cyclohexanone (0.98 g) in THF (5 ml). After stirring for 1 hour, 3-methoxy-2-methylbenzaldehyde (1.5 g) was added and the mixture was stirred for 1.5 hours at the same temperature. The reaction mixture was quenched with saturated NH4Cl solution, warmed to room temperature, ... The reactants are C1(CCCC2=CC=CC=C12)C(=O)O (1,2,3,4-tetrahydronaphthalene-1-carboxylic acid), C(C)C1=CC=C(C=C1)NCCN1CCCCC1 ((4-ethylphenyl)(2-piperidinoethyl)amine). Product: C(C)C1=CC=C(C=C1)N(C(=O)C1CCCC2=CC=CC=C12)CCN1CCCCC1 (N-(4-ethylphenyl)-N-(2-piperidinoethyl)-1,2,3,4-tetrahydronaphthalene-1-carboxamide). Isolated yield 86.3%. Reaction SMILES: [CH:1]1([C:11]([OH:13])=O)[C:10]2[C:5](=[CH:6][CH:7]=[CH:8][CH:9]=2)[CH2:4][CH2:3][CH2:2]1.[CH2:14]([C:16]1[CH:21]=[CH:20][C:19]([NH:22][CH2:23][CH2:24][N:25]2[CH2:30][CH2:29][CH2:28][CH2:27][CH2:26]2)=[CH:18][CH:17]=1)[CH3:15]>>[CH2:14]([C:16]1[CH:17]=[CH:18][C:19]([N:22]([CH2:23][CH2:24][N:25]2[CH2:30][CH2:29][CH2:28][CH2:27][CH2:26]2)[C:11]([CH:1]2[C:10]3[C:5](=[CH:6][CH:7]=[CH:8][CH:9]=3)[CH2:4][CH2:3][CH2:2]2)=[O:13])=[CH:20][CH:21]=1)[CH3:15]. Reported procedure: By the reaction and treatment in the same manner as in Example 12 using 1,2,3,4-tetrahydronaphthalene-1-carboxylic acid (0.34 g) and (4-ethylphenyl)(2-piperidinoethyl)amine (0.47 g) as starting materials, N-(4-ethylphenyl)-N-(2-piperidinoethyl)-1,2,3,4-tetrahydronaphthalene-1-carboxamide (0.65 g) was obtained.